This data is from the Open Reaction Database (ORD), a public repository of structured organic reaction records. The task is: describe an organic reaction: reactants, conditions, products, and yield Product: C(C1=CC=CC=C1)(=O)C1=CC(=C2N1C1=CC=CC(=C1C=C2)Cl)C#N (1-Benzoyl-6-chloro-3-cyano-pyrrolo[1,2-a]quinoline). Procedure: 5-Chloro-1-phenacyl-quinolinium bromide: The title compound was prepared from 2-bromo-1-phenyl-ethanone (490 mg, 2.46 mmol), 6-chloro-quinoline (314 mg, 1.92 mmol) and acetonitrile (5 mL), similar to Example 1a, and yielded 394 mg (57%) as a light tan solid: 1H NMR (CDCl3) 10.55 (dd, J=1.2, 6.0 Hz, 1H), 9.41 (d, J=8.7 Hz, 1H), 8.32 (m, 1H), 8.30 (m, 1H), 8.23 (dd, J=6.0, 9.0 Hz, 1H), 8.05–7.99 (m, 3H), 7.70 (m, 3H), 7.55 (m, 2H). Run in C(C)#N (acetonitrile). The reactants are [Br-].ClC1=C2C=CC=[N+](C2=CC=C1)CC(=O)C1=CC=CC=C1 (5-Chloro-1-phenacyl-quinolinium bromide), BrCC(=O)C1=CC=CC=C1 (2-bromo-1-phenyl-ethanone), ClC=1C=C2C=CC=NC2=CC1 (6-chloro-quinoline). As a reaction SMILES: [Br-].[Cl:2][C:3]1[CH:12]=[CH:11][CH:10]=[C:9]2[C:4]=1[CH:5]=[CH:6][CH:7]=[N+:8]2[CH2:13][C:14]([C:16]1[CH:21]=[CH:20][CH:19]=[CH:18][CH:17]=1)=[O:15].BrCC(C1C=CC=CC=1)=O.ClC1C=C2C(=CC=1)[N:39]=[CH:38][CH:37]=[CH:36]2>C(#N)C>[C:14]([C:13]1[N:8]2[C:9]3[C:4]([CH:5]=[CH:6][C:7]2=[C:37]([C:38]#[N:39])[CH:36]=1)=[C:3]([Cl:2])[CH:12]=[CH:11][CH:10]=3)(=[O:15])[C:16]1[CH:21]=[CH:20][CH:19]=[CH:18][CH:17]=1 |f:0.1|.